This data is from the Open Reaction Database (ORD), a public repository of structured organic reaction records. The task is: describe an organic reaction: reactants, conditions, products, and yield The reactants are BrC(Br)(Br)Br, CN(C)C(=O)c1cc(CCO)ccc1OCc1ccccc1, ClCCl, c1ccc(P(c2ccccc2)c2ccccc2)cc1. Product: CN(C)C(=O)c1cc(CCBr)ccc1OCc1ccccc1. RXN SMILES: [C:23]([Br:24])([Br:25])([Br:26])[Br:27].[CH2:1]([c:2]1[cH:3][cH:4][cH:5][cH:6][cH:7]1)[O:8][c:9]1[c:10]([C:11](=[O:12])[N:13]([CH3:14])[CH3:15])[cH:16][c:17]([CH2:20][CH2:21][OH:22])[cH:18][cH:19]1.[Cl:47][CH2:48][Cl:49].[c:28]1([P:29]([c:30]2[cH:31][cH:32][cH:33][cH:34][cH:35]2)[c:36]2[cH:37][cH:38][cH:39][cH:40][cH:41]2)[cH:42][cH:43][cH:44][cH:45][cH:46]1>>[CH2:1]([c:2]1[cH:3][cH:4][cH:5][cH:6][cH:7]1)[O:8][c:9]1[c:10]([C:11](=[O:12])[N:13]([CH3:14])[CH3:15])[cH:16][c:17]([CH2:20][CH2:21][Br:24])[cH:18][cH:19]1.